This data is from the Open Reaction Database (ORD), a public repository of structured organic reaction records. The task is: describe an organic reaction: reactants, conditions, products, and yield The product is CC(C)(C)OC(=O)NC1C(=O)NC1C1CCCCC1. RXN SMILES: [C:1]([CH3:2])([CH3:3])([CH3:4])[O:5][C:6](=[O:7])[NH:8][CH:9]1[C:10](=[O:21])[N:11]([O:19][CH3:20])[CH:12]1[CH:13]1[CH2:14][CH2:15][CH2:16][CH2:17][CH2:18]1.[Cl-:24].[NH3:22].[NH4+:25].[Na:23]>>[C:1]([CH3:2])([CH3:3])([CH3:4])[O:5][C:6](=[O:7])[NH:8][CH:9]1[C:10](=[O:21])[NH:11][CH:12]1[CH:13]1[CH2:14][CH2:15][CH2:16][CH2:17][CH2:18]1. The reactants are CON1C(=O)C(NC(=O)OC(C)(C)C)C1C1CCCCC1, [Cl-], N, [NH4+], [Na].